This data is from the Open Reaction Database (ORD), a public repository of structured organic reaction records. The task is: describe an organic reaction: reactants, conditions, products, and yield The reactants are C(C)(C)(C)OC(=O)N1CC2=CC3=CC=C(N=C3N2[C@@H](C1)C)C ((R)-4,6-dimethyl-3,4-dihydro-1H-2,4a,5-triaza-fluorene-2-carboxylic acid tert-butyl ester), ClN1C(CCC1=O)=O (N-chlorosuccinimide). Run in O1CCCC1 (tetrahydrofuran). Reaction conditions: time 18 hour. Product: C(C)(C)(C)OC(=O)N1C[C@H]2CC3=CC(=C(N=C3N2[C@@H](C1)C)C)Cl ((4R,9aR)-7-Chloro-4,6-dimethyl-3,4,9,9a-tetrahydro-1H-2,4a,5-triaza-fluorene-2-carboxylic acid tert-butyl ester). RXN SMILES: [C:1]([O:5][C:6]([N:8]1[CH2:20][C@@H:19]([CH3:21])[N:18]2[C:10](=[CH:11][C:12]3[C:17]2=[N:16][C:15]([CH3:22])=[CH:14][CH:13]=3)[CH2:9]1)=[O:7])([CH3:4])([CH3:3])[CH3:2].[Cl:23]N1C(=O)CCC1=O>O1CCCC1>[C:1]([O:5][C:6]([N:8]1[CH2:20][C@@H:19]([CH3:21])[N:18]2[C@H:10]([CH2:11][C:12]3[C:17]2=[N:16][C:15]([CH3:22])=[C:14]([Cl:23])[CH:13]=3)[CH2:9]1)=[O:7])([CH3:4])([CH3:3])[CH3:2]. Procedure details: To a solution of 0.20 g (0.66 mmol) (R)-4,6-dimethyl-3,4-dihydro-1H-2,4a,5-triaza-fluorene-2-carboxylic acid tert-butyl ester in 2 mL tetrahydrofuran was added 92.1 μg (0.69 mmol) N-chlorosuccinimide. The reaction was stirred at 50 deg C. for 18 h, then the solvent was evaporated and the residue was purified by column chromatography on silica gel (0.032–0.063 mm) with ethyl acetate:dichloromethane (1:19) as eluant. Reactants: CO (methanol), C(C)(C)(C)[Si](Cl)(C)C (tert-butyldimethylchlorosilane), N1C=NC=C1 (imidazole), C(C)(C)(C)OC(=O)N(C1=CC=C(C=C1)OCC)C1=C(C(=C(C=2N1N=CC2)C#N)O)CCO (tert-butoxy-N-[4-cyano-5-hydroxy-6-(2-hydroxyethyl)pyrazolo[1,5-a]pyridin-7-yl]-N-(4-ethoxyphenyl)carboxamide). Solvent: ClCCl (dichloromethane), C(C)(=O)OCC (ethyl acetate). Run at time 3 hour. Product: C(C)(C)(C)OC(=O)N(C1=CC=C(C=C1)OCC)C1=C(C(=C(C=2N1N=CC2)C#N)O)CCO[Si](C)(C)C(C)(C)C (tert-butoxy-N-{4-cyano-5-hydroxy-6-[2-(tert-butyldimethylsilyloxy)ethyl]pyrazolo[1,5-a]pyridin-7-yl}-N-(4-ethoxyphenyl)carboxamide). The yield is 66.5%. RXN SMILES: [C:1]([O:5][C:6]([N:8]([C:18]1[N:23]2[N:24]=[CH:25][CH:26]=[C:22]2[C:21]([C:27]#[N:28])=[C:20]([OH:29])[C:19]=1[CH2:30][CH2:31][OH:32])[C:9]1[CH:14]=[CH:13][C:12]([O:15][CH2:16][CH3:17])=[CH:11][CH:10]=1)=[O:7])([CH3:4])([CH3:3])[CH3:2].[C:33]([Si:37]([CH3:40])([CH3:39])Cl)([CH3:36])([CH3:35])[CH3:34].N1C=CN=C1.CO>ClCCl.C(OCC)(=O)C>[C:1]([O:5][C:6]([N:8]([C:18]1[N:23]2[N:24]=[CH:25][CH:26]=[C:22]2[C:21]([C:27]#[N:28])=[C:20]([OH:29])[C:19]=1[CH2:30][CH2:31][O:32][Si:37]([C:33]([CH3:36])([CH3:35])[CH3:34])([CH3:40])[CH3:39])[C:9]1[CH:10]=[CH:11][C:12]([O:15][CH2:16][CH3:17])=[CH:13][CH:14]=1)=[O:7])([CH3:4])([CH3:3])[CH3:2]. Reported procedure: tert-Butoxy-N-[4-cyano-5-hydroxy-6-(2-hydroxyethyl)pyrazolo[1,5-a]pyridin-7-yl]-N-(4-ethoxyphenyl)carboxamide (42) (128 mg) was dissolved in dichloromethane (2.9 mL). To this solution, tert-butyldimethylchlorosilane (110 mg) and imidazole (50 mg) were added and the solution was stirred at room temperature for 3 h. To this reaction solution, methanol (2.9 mL) was added and the solution was further stirred at room temperature for 15 h. The reaction solution was diluted with ethyl acetate and washe... Reactants: N[C@@H]1[C@@H](NCCC1)C1=CC=CC=C1 ((2S,3S)-(−)-3-amino-2-phenylpiperidine), ClC(=O)OCC1=CC=CC=C1 (benzyl chloroformate), C(C)(C)N(CC)C(C)C (diisopropylethylamine). The solvent is C(Cl)Cl (methylene chloride), C(Cl)Cl (methylene chloride). Conditions: time 16 hour. Product: C(C1=CC=CC=C1)OC(=O)N[C@@H]1[C@@H](NCCC1)C1=CC=CC=C1 ((2S,3S)-3-Benzyloxycarbonylamino-2-phenylpiperidine). Yield: 80.2%. RXN SMILES: [NH2:1][C@H:2]1[CH2:7][CH2:6][CH2:5][NH:4][C@H:3]1[C:8]1[CH:13]=[CH:12][CH:11]=[CH:10][CH:9]=1.Cl[C:15]([O:17][CH2:18][C:19]1[CH:24]=[CH:23][CH:22]=[CH:21][CH:20]=1)=[O:16].C(N(C(C)C)CC)(C)C>C(Cl)Cl>[CH2:18]([O:17][C:15]([NH:1][C@H:2]1[CH2:7][CH2:6][CH2:5][NH:4][C@H:3]1[C:8]1[CH:13]=[CH:12][CH:11]=[CH:10][CH:9]=1)=[O:16])[C:19]1[CH:24]=[CH:23][CH:22]=[CH:21][CH:20]=1. Reported procedure: To a solution of (2S,3S)-(−)-3-amino-2-phenylpiperidine (152 mg, 0.86 mmole) (L-tartaric acid salt, [a]D=−57.1 (EtOH, c=0.1138)) in methylene chloride (10 mL) at room temperature was added benzyl chloroformate (0.123 mL, 0.86 mmole) and diisopropylethylamine (0.45 mL, 2.58 mmole). The reaction was stirred for 16 hours and was then diluted with methylene chloride and quenched by addition of water. The mixture was separated and the aqueous was reextracted with 2 additional aliquots of methylene ch... The reactants are C(C)(C)(C)OC(N[C@@H](CC(=O)NN)CC1=C(C=C(C(=C1)F)F)F)=O (tert-butyl[(1R)-3-hydrazino-3-oxo-1-(2,4,5-trifluorobenzyl)propyl]carbamate), C(C)(C)(C)OC(N[C@@H](CC(=O)NN)CC1=C(C=C(C(=C1)F)F)F)=O (tert-butyl[(1R)-3-hydrazino-3-oxo-1-(2,4,5-trifluorobenzyl)propyl]carbamate), CC1=NN2C(=NCCC2=N1)SC (2-methyl-5-(methylthio)-7,8-dihydro[1,2,4]triazolo[1,5-c]pyrimidine), CC1=NN2C(=NCCC2=N1)SC (2-methyl-5-(methylthio)-7,8-dihydro[1,2,4]triazolo[1,5-c]pyrimidine). The solvent is C(CCC)O (1-butanol). The product is C(C)(C)(C)OC(N[C@@H](CC(=O)NNC1=NCCC=2N1N=C(N2)C)CC2=C(C=C(C(=C2)F)F)F)=O (tert-Butyl[(1R)-3-[2-(2-methyl-7,8-dihydro[1,2,4]triazolo[1,5-c]pyrimidin-5-yl)hydrazino]-3-oxo-1-(2,4,5-trifluorobenzyl)propyl]carbamate). As a reaction SMILES: [C:1]([O:5][C:6](=[O:24])[NH:7][C@H:8]([CH2:14][C:15]1[CH:20]=[C:19]([F:21])[C:18]([F:22])=[CH:17][C:16]=1[F:23])[CH2:9][C:10]([NH:12][NH2:13])=[O:11])([CH3:4])([CH3:3])[CH3:2].[CH3:25][C:26]1[N:34]=[C:33]2[N:28]([C:29](SC)=[N:30][CH2:31][CH2:32]2)[N:27]=1>C(O)CCC>[C:1]([O:5][C:6](=[O:24])[NH:7][C@H:8]([CH2:14][C:15]1[CH:20]=[C:19]([F:21])[C:18]([F:22])=[CH:17][C:16]=1[F:23])[CH2:9][C:10]([NH:12][NH:13][C:29]1[N:28]2[N:27]=[C:26]([CH3:25])[N:34]=[C:33]2[CH2:32][CH2:31][N:30]=1)=[O:11])([CH3:4])([CH3:2])[CH3:3]. Reported procedure: A solution of 139 mg (0.4 mmol) of tert-butyl[(1R)-3-hydrazino-3-oxo-1-(2,4,5-trifluorobenzyl)propyl]carbamate (Intermediate 4) and 72.9 mg (0.4 mmol) of 2-methyl-5-(methylthio)-7,8-dihydro[1,2,4]triazolo[1,5-c]pyrimidine (Intermediate 30) in 5 mL of 1-butanol was stirred at reflux for 76 h. The cooled solution was concentrated, and the residue containing the title compound was used directly in the next step. LC-MS 482 (M+1). The reactants are CC(C)(C)C(=O)OCCl, O=C1OC(=O)C2CCCC12, CCN(C(C)C)C(C)C. Product: O=C(O)C1CCCC1C(=O)O. Reaction SMILES: [C:11]([O:12][CH2:13][Cl:14])([C:15]([CH3:17])([CH3:18])[CH3:19])=[O:16].[CH:1]12[CH:2]([CH2:3][CH2:4][CH2:5]1)[C:6](=[O:7])[O:8][C:9]2=[O:10].[CH:20]([N:21]([CH:22]([CH3:23])[CH3:24])[CH2:25][CH3:26])([CH3:27])[CH3:28]>>[CH:1]1([C:9]([OH:8])=[O:10])[CH:2]([C:6](=[O:7])[OH:16])[CH2:3][CH2:4][CH2:5]1.